From a dataset of the Open Reaction Database (ORD), a public repository of structured organic reaction records. describe an organic reaction: reactants, conditions, products, and yield Starting materials: C1(CCCCCCCCCCC1)=NO (cyclododecanone oxime), O (water), [OH-].[Na+] (NaOH), N1=C(Cl)N=C(Cl)N=C1Cl (cyanuric chloride), O (water). The reagents and catalysts are [Cl-].[Zn+2].[Cl-] (zinc chloride). Run in C1(=CC=CC=C1)C (toluene), C1(=CC=CC=C1)C (toluene). Run at temperature 90 celsius, time 15 minute. Yields the product C1(CCCCCCCCCCCN1)=O (Laurolactam). As a reaction SMILES: [C:1]1(=[N:13]O)[CH2:12][CH2:11][CH2:10][CH2:9][CH2:8][CH2:7][CH2:6][CH2:5][CH2:4][CH2:3][CH2:2]1.N1C(Cl)=NC(Cl)=NC=1Cl.[OH2:24].[OH-].[Na+]>C1(C)C=CC=CC=1.[Cl-].[Zn+2].[Cl-]>[C:1]1(=[O:24])[NH:13][CH2:2][CH2:3][CH2:4][CH2:5][CH2:6][CH2:7][CH2:8][CH2:9][CH2:10][CH2:11][CH2:12]1 |f:3.4,6.7.8|. Procedure details: In 500 mL three-necked flask equipped with a reflux condenser were placed 20 g of cyclododecanone oxime (Tokyo Chemical Industry Co., Ltd.), 0.13 g of zinc chloride and 80 g of toluene, and the mixture was heated to a temperature of 90° C. To the three-necked flask was added dropwise a solution of 0.28 g of cyanuric chloride dissolved in 30 g of toluene via a dropping funnel. Two hours after the end of dropping, the reaction solution was transferred to a 1 L separable flask equipped with a jacke... Starting materials: CC#N, Cc1ccccc1, CN1CC(CCCl)Oc2ccc(C(F)(F)F)cc2C1=O, S=P12SP3(=S)SP(=S)(S1)SP(=S)(S2)S3. Yields the product CN1CC(CCCl)Oc2ccc(C(F)(F)F)cc2C1=S. As a reaction SMILES: [CH3:1][C:2]#[N:3].[CH3:38][c:39]1[cH:40][cH:41][cH:42][cH:43][cH:44]1.[Cl:4][CH2:5][CH2:6][CH:7]1[O:8][c:9]2[c:10]([cH:16][c:17]([C:20]([F:21])([F:22])[F:23])[cH:18][cH:19]2)[C:11](=[O:15])[N:12]([CH3:14])[CH2:13]1.[P:24]12(=[S:25])[S:26][P:27]3(=[S:37])[S:28][P:29](=[S:35])([S:30][P:31](=[S:34])([S:32]3)[S:33]1)[S:36]2>>[Cl:4][CH2:5][CH2:6][CH:7]1[O:8][c:9]2[c:10]([cH:16][c:17]([C:20]([F:21])([F:22])[F:23])[cH:18][cH:19]2)[C:11](=[S:25])[N:12]([CH3:14])[CH2:13]1.